From a dataset of the Open Reaction Database (ORD), a public repository of structured organic reaction records. describe an organic reaction: reactants, conditions, products, and yield The reactants are ClC1=NC=CC(=C1)C#N (2-chloropyridine-4-carbonitrile), C(C)(C)(C)[Si](OCCC=1C=NNC1)(C)C (tert-butyl-dimethyl-[2-(1H-pyrazol-4-yl)ethoxy]silane), O (water). Run in CN1CCCC1=O (NMP). Run at temperature 150 celsius, time 5 hour. Product: [Si](C)(C)(C(C)(C)C)OCCC=1C=NN(C1)C1=NC=CC(=C1)C#N (2-[4-[2-[tert-butyl(dimethyl)silyl]oxyethyl]pyrazol-1-yl]pyridine-4-carbonitrile). Isolated yield 36.5%. RXN SMILES: Cl[C:2]1[CH:7]=[C:6]([C:8]#[N:9])[CH:5]=[CH:4][N:3]=1.[C:10]([Si:14]([CH3:24])([CH3:23])[O:15][CH2:16][CH2:17][C:18]1[CH:19]=[N:20][NH:21][CH:22]=1)([CH3:13])([CH3:12])[CH3:11].O>CN1C(=O)CCC1>[Si:14]([O:15][CH2:16][CH2:17][C:18]1[CH:22]=[N:21][N:20]([C:2]2[CH:7]=[C:6]([C:8]#[N:9])[CH:5]=[CH:4][N:3]=2)[CH:19]=1)([C:10]([CH3:11])([CH3:13])[CH3:12])([CH3:23])[CH3:24]. Procedure: A mixture of 2-chloropyridine-4-carbonitrile (1.38 g, 10 mmol), tert-butyl-dimethyl-[2-(1H-pyrazol-4-yl)ethoxy]silane (2.48 lg, 11 mmol) in NMP (30 mL) was stirred for 5 hr at 150° C. Then the reaction mixture was cooled to room temperature and poured into water and extracted with ethyl acetate three times. Organic extracts collected and washed with water twice, brine and dried with anhydrous Na2SO4. It was then concentrated and purified by flash column chromatograph to give the title compound (... Starting materials: CC(=O)O, CO, COC(=O)c1cc(F)cc(O)c1[N+](=O)[O-]. The product is COC(=O)c1cc(F)cc(O)c1N. As a reaction SMILES: [CH3:16][C:17](=[O:18])[OH:19].[CH3:20][OH:21].[F:1][c:2]1[cH:3][c:4]([OH:15])[c:5]([N+:12]([O-:13])=[O:14])[c:6]([C:7](=[O:8])[O:9][CH3:10])[cH:11]1>>[F:1][c:2]1[cH:3][c:4]([OH:15])[c:5]([NH2:12])[c:6]([C:7](=[O:8])[O:9][CH3:10])[cH:11]1.